This data is from the Open Reaction Database (ORD), a public repository of structured organic reaction records. The task is: describe an organic reaction: reactants, conditions, products, and yield Starting materials: C(C)(=O)NC1=C(C(=NN1CC(=O)OCC)C=1C=NC=CC1)C#CC1=CC=CC=C1 (ethyl 2-[5-acetamido-4-(2-phenylethynyl)-3-(3-pyridyl)pyrazol-1-yl]acetate), [OH-].[Na+] (NaOH). Run in C(C)O (ethanol). Reaction conditions: temperature 85 celsius, time 6 hour. Product: NC1=C(C(=NN1CC(=O)O)C=1C=NC=CC1)C#CC1=CC=CC=C1 (2-[5-amino-4-(2-phenylethynyl)-3-(3-pyridyl)pyrazol-1-yl]acetic acid). The yield is 67.1%. RXN SMILES: C([NH:4][C:5]1[N:9]([CH2:10][C:11]([O:13]CC)=[O:12])[N:8]=[C:7]([C:16]2[CH:17]=[N:18][CH:19]=[CH:20][CH:21]=2)[C:6]=1[C:22]#[C:23][C:24]1[CH:29]=[CH:28][CH:27]=[CH:26][CH:25]=1)(=O)C.[OH-].[Na+]>C(O)C>[NH2:4][C:5]1[N:9]([CH2:10][C:11]([OH:13])=[O:12])[N:8]=[C:7]([C:16]2[CH:17]=[N:18][CH:19]=[CH:20][CH:21]=2)[C:6]=1[C:22]#[C:23][C:24]1[CH:29]=[CH:28][CH:27]=[CH:26][CH:25]=1 |f:1.2|. Procedure: To a suspension of ethyl 2-[5-acetamido-4-(2-phenylethynyl)-3-(3-pyridyl)pyrazol-1-yl]acetate (410 mg, 1.1 mmol) in ethanol (10 mL) was added 25% NaOH aqueous solution (6.5 mL). The reaction mixture was stirred at 85° C. for 6 h. The reaction mixture was cooled down to room temperature and ethanol was evaporated in vacuo. The resulting aqueous suspension was filtered and the solid was washed with acetonitrile and dried, yielding 235 mg of 2-[5-amino-4-(2-phenylethynyl)-3-(3-pyridyl)pyrazol-1-yl]... The reactants are C(C)(C)(C)OC(=O)N1CCC2=C(N(N=C2CC1)C1CCCCC1)OS(=O)(=O)C(F)(F)F (2-cyclohexyl-3-trifluoromethanesulfonyloxy-4,5,7,8-tetrahydro-2H-1,2,6-triaza-azulene-6-carboxylic acid tert-butyl ester), FC=1C=C(C=CC1F)B(O)O (3,4-difluorophenylboronic acid). Product: C1(CCCCC1)N1N=C2CCNCCC2=C1C1=CC(=C(C=C1)F)F (2-Cyclohexyl-3-(3,4-difluoro-phenyl)-2,4,5,6,7,8-hexahydro-1,2,6-triaza-azulene). Isolated yield 29.4%. Reaction SMILES: C(OC([N:8]1[CH2:17][CH2:16][C:15]2[C:11](=[C:12](OS(C(F)(F)F)(=O)=O)[N:13]([CH:18]3[CH2:23][CH2:22][CH2:21][CH2:20][CH2:19]3)[N:14]=2)[CH2:10][CH2:9]1)=O)(C)(C)C.[F:32][C:33]1[CH:34]=[C:35](B(O)O)[CH:36]=[CH:37][C:38]=1[F:39]>>[CH:18]1([N:13]2[C:12]([C:36]3[CH:35]=[CH:34][C:33]([F:32])=[C:38]([F:39])[CH:37]=3)=[C:11]3[C:15]([CH2:16][CH2:17][NH:8][CH2:9][CH2:10]3)=[N:14]2)[CH2:19][CH2:20][CH2:21][CH2:22][CH2:23]1. Procedure details: The title compound (42.7 mg) was prepared as in Example 177, Steps C and D, using 205.2 mg of 2-cyclohexyl-3-trifluoromethanesulfonyloxy-4,5,7,8-tetrahydro-2H-1,2,6-triaza-azulene-6-carboxylic acid tert-butyl ester (Example 177, Step B) and 224.9 mg of 3,4-difluorophenylboronic acid. MS (ESI): exact mass calculated for C19H23F2N3, 331.40. found, m/z 332.5 [M+H]+. 1H NMR (500 MHz, CD3OD): 7.51-7.44 (m, 1H), 7.34-7.28 (m, 1H), 7.17-7.13 (m, 1H), 3.91-3.84 (m, 1H), 3.42-3.38 (m, 2H), 3.18-3.14 (m, ... Starting materials: COC1=C(C=C(C=C1)N1CC(N(CC1)C)=O)NC(=S)N ([2-methoxy-5-(4-methyl-3-oxo-piperazin-1-yl)-phenyl]-thiourea), Br.CC(=O)O (HBr AcOH), CS(=O)C (DMSO). Run in CC(=O)O (AcOH). The product is NC=1SC2=C(N1)C(=CC=C2N2CC(N(CC2)C)=O)OC (4-(2-Amino-4-methoxy-benzothiazol-7-yl)-1-methyl-piperazin-2-one). Reaction SMILES: [CH3:1][O:2][C:3]1[CH:8]=[CH:7][C:6]([N:9]2[CH2:14][CH2:13][N:12]([CH3:15])[C:11](=[O:16])[CH2:10]2)=[CH:5][C:4]=1[NH:17][C:18]([NH2:20])=[S:19].Br.CC(O)=O.CS(C)=O>CC(O)=O>[NH2:20][C:18]1[S:19][C:5]2[C:6]([N:9]3[CH2:14][CH2:13][N:12]([CH3:15])[C:11](=[O:16])[CH2:10]3)=[CH:7][CH:8]=[C:3]([O:2][CH3:1])[C:4]=2[N:17]=1 |f:1.2|. Procedure details: From [2-methoxy-5-(4-methyl-3-oxo-piperazin-1-yl)-phenyl]-thiourea with HBr—AcOH (4 equiv.) and DMSO (2.4 equiv.) in AcOH. ES-MS m/e (%): 293 (M+H+, 100). Starting materials: C(C1=CC=CC=C1)(=O)OCC1=CC=CC=C1 (Benzyl benzoate), COC=1C=CC(=CC1)P2(=S)SP(=S)(S2)C=3C=CC(=CC3)OC (Lawesson's Reagent), COC=1C=CC(=CC1)P2(=S)SP(=S)(S2)C=3C=CC(=CC3)OC (Lawesson's reagent). Run in C=1(C(=CC=CC1)C)C (xylene). Yields the product S=C1C(C(=O)OCC2=CC=CC=C2)C=CC=C1 (benzyl thionobenzoate). Isolated yield 67.0%. RXN SMILES: COC1C=CC(P2(SP(C3C=CC(OC)=CC=3)(=S)S2)=[S:10])=CC=1.[C:23]([O:31][CH2:32][C:33]1[CH:38]=[CH:37][CH:36]=[CH:35][CH:34]=1)(=[O:30])[C:24]1[CH:29]=[CH:28][CH:27]=[CH:26][CH:25]=1>C1(C)C(C)=CC=CC=1>[S:10]=[C:29]1[CH:28]=[CH:27][CH:26]=[CH:25][CH:24]1[C:23]([O:31][CH2:32][C:33]1[CH:38]=[CH:37][CH:36]=[CH:35][CH:34]=1)=[O:30]. Reported procedure: Hy method A [Lawesson's reagent]. Benzyl benzoate (2.1 g) was heated at 140° C. for 24 h with Lawesson's Reagent (4.9 g) in anhydrous xylene (10 ml). After removal of the solvent and subjection of the mixture to chromatography on silica gel and recrystallization from pentane at low temperature, benzyl thionobenzoate was obtained in 67% yield. 1H NMR (CDCl3): δ=5.64 (s, 2H), 7.3-8.2 (m, 10H). Reactants: O=C([O-])[O-], CN(C)C=O, Fc1ccc2c(CCCCl)noc2c1, FC(F)(F)c1cccc(N2CCNCC2)c1, [I-], [K+], [K+], [K+]. Yields the product Fc1ccc2c(CCCN3CCN(c4cccc(C(F)(F)F)c4)CC3)noc2c1, Cl. Reaction SMILES: [C:31](=[O:32])([O-:33])[O-:34].[CH3:39][N:40]([CH3:41])[CH:42]=[O:43].[Cl:1][CH2:2][CH2:3][CH2:4][c:5]1[n:6][o:7][c:8]2[c:9]1[cH:10][cH:11][c:12]([F:14])[cH:13]2.[F:15][C:16]([c:17]1[cH:18][c:19]([N:23]2[CH2:24][CH2:25][NH:26][CH2:27][CH2:28]2)[cH:20][cH:21][cH:22]1)([F:29])[F:30].[I-:38].[K+:35].[K+:36].[K+:37]>>[CH2:2]([CH2:3][CH2:4][c:5]1[n:6][o:7][c:8]2[c:9]1[cH:10][cH:11][c:12]([F:14])[cH:13]2)[N:26]1[CH2:25][CH2:24][N:23]([c:19]2[cH:18][c:17]([C:16]([F:15])([F:29])[F:30])[cH:22][cH:21][cH:20]2)[CH2:28][CH2:27]1.[ClH:1]. Starting materials: CC(=O)O[BH-](OC(C)=O)OC(C)=O, O=C([O-])O, ClCCl, O=CC1CCN(C(=O)C(F)(F)F)CC1c1cccc(F)c1, [Na+], [Na+], CC(N)c1cccc2ccccc12. Yields the product CC(NCC1CCN(C(=O)C(F)(F)F)CC1c1cccc(F)c1)c1cccc2ccccc12. As a reaction SMILES: [C:35]([O:36][BH-:37]([O:38][C:39](=[O:40])[CH3:41])[O:42][C:43](=[O:44])[CH3:45])(=[O:46])[CH3:47].[C:49](=[O:50])([O-:51])[OH:52].[Cl:54][CH2:55][Cl:56].[F:1][c:2]1[cH:3][c:4]([CH:8]2[CH2:9][N:10]([C:16]([C:17]([F:18])([F:19])[F:20])=[O:21])[CH2:11][CH2:12][CH:13]2[CH:14]=[O:15])[cH:5][cH:6][cH:7]1.[Na+:48].[Na+:53].[c:22]1([CH:32]([CH3:33])[NH2:34])[cH:23][cH:24][cH:25][c:26]2[cH:27][cH:28][cH:29][cH:30][c:31]12>>[F:1][c:2]1[cH:3][c:4]([CH:8]2[CH2:9][N:10]([C:16]([C:17]([F:18])([F:19])[F:20])=[O:21])[CH2:11][CH2:12][CH:13]2[CH2:14][NH:34][CH:32]([c:22]2[cH:23][cH:24][cH:25][c:26]3[cH:27][cH:28][cH:29][cH:30][c:31]23)[CH3:33])[cH:5][cH:6][cH:7]1. Reaction SMILES: [CH3:15][CH2:16][OH:17].[CH3:18][CH2:19][O:20][C:21]([CH3:22])=[O:23].[F:1][c:2]1[cH:3][c:4]([C:5](=[O:6])[O:7][CH3:8])[cH:9][cH:10][c:11]1[N+:12]([O-:13])=[O:14]>>[F:1][c:2]1[cH:3][c:4]([C:5](=[O:6])[O:7][CH3:8])[cH:9][cH:10][c:11]1[NH2:12]. Product: COC(=O)c1ccc(N)c(F)c1. Starting materials: CCO, CCOC(C)=O, COC(=O)c1ccc([N+](=O)[O-])c(F)c1. Procedure details: An intimate mixture of 2-(2-thiazolylmethylthio)ethylamine [prepared from 6.73 g; 0.02 moles of the dihydrobromide salt and sodium ethoxide (from 0.92 g; 0.040 g. atom of sodium in ethanol)] and 2-chloropyridine 3-carboxylic acid (3.15 g; 0.020 moles) was heated to 150° for 3 hours. The resulting brown residue was cooled, dissolved in a little water, and basified to pH5 by dropwise addition of 2N sodium hydroxide solution, to precipitate an oil. The latter was separated and dried, and chromatogr... Reaction SMILES: [S:1]1[CH:5]=[CH:4][N:3]=[C:2]1[CH2:6][S:7][CH2:8][CH2:9][NH2:10].[O-]CC.[Na+].Cl[C:16]1[C:21]([C:22]([OH:24])=[O:23])=[CH:20][CH:19]=[CH:18][N:17]=1.[OH-].[Na+]>O>[S:1]1[CH:5]=[CH:4][N:3]=[C:2]1[CH2:6][S:7][CH2:8][CH2:9][NH:10][C:16]1[C:21]([C:22]([OH:24])=[O:23])=[CH:20][CH:19]=[CH:18][N:17]=1 |f:1.2,4.5|. Solvent: O (water). Reactants: S1C(=NC=C1)CSCCN (2-(2-thiazolylmethylthio)ethylamine), dihydrobromide, [O-]CC.[Na+] (sodium ethoxide), ClC1=NC=CC=C1C(=O)O (2-chloropyridine 3-carboxylic acid), [OH-].[Na+] (sodium hydroxide). Yields the product S1C(=NC=C1)CSCCNC1=NC=CC=C1C(=O)O (2-[2-(2-thiazolylmethylthio)ethyl]amino pyridine 3-carboxylic acid). Starting materials: COC(CNC1CCN(CC1)C1=CC=C(C=C1)OC1=CC=CC=C1)=O ([1-(4-Phenoxy-phenyl)-piperidin-4-ylamino]-acetic acid methyl ester), [OH-].[Na+] (NaOH). Yields the product [Na+].O(C1=CC=CC=C1)C1=CC=C(C=C1)N1CCC(CC1)NCC(=O)[O-] ([1-(4-Phenoxy-phenyl)-piperidin-4-ylamino]-acetic acid sodium salt). Isolated yield 94.3%. As a reaction SMILES: C[O:2][C:3](=[O:25])[CH2:4][NH:5][CH:6]1[CH2:11][CH2:10][N:9]([C:12]2[CH:17]=[CH:16][C:15]([O:18][C:19]3[CH:24]=[CH:23][CH:22]=[CH:21][CH:20]=3)=[CH:14][CH:13]=2)[CH2:8][CH2:7]1.[OH-].[Na+:27]>>[Na+:27].[O:18]([C:15]1[CH:14]=[CH:13][C:12]([N:9]2[CH2:8][CH2:7][CH:6]([NH:5][CH2:4][C:3]([O-:25])=[O:2])[CH2:11][CH2:10]2)=[CH:17][CH:16]=1)[C:19]1[CH:20]=[CH:21][CH:22]=[CH:23][CH:24]=1 |f:1.2,3.4|. Procedure details: The title compound (23 mg, 94%) was prepared from the compound from step 1 (24 mg, 0.07 mmol) and 1N NaOH (0.07 mL. 0.07 mmol) by the procedure described in Example 2: MS (ESI) m/z 327 (M+H); 1H NMR (400 MHz, DMSO-d6) δ 1.36 (m, 2H), 1.80 (m, 2H), 2.45-2.55 (m, 2H), 2.68 (dd, J=2.8, 12 Hz, 2H), 3.53 (m, 2H), 6.88-6.91 (m, 4H), 6.95 (m, 2H), 7.04 (m, 1H), 7.32 (m, 2H). The reactants are ClCC=CCCl, ClCCl, NC(c1ccccc1)c1ccccc1. Product: C1=CCN(C(c2ccccc2)c2ccccc2)C1. Reaction SMILES: [Cl:15][CH2:16][CH:17]=[CH:18][CH2:19][Cl:20].[Cl:21][CH2:22][Cl:23].[NH2:1][CH:2]([c:3]1[cH:4][cH:5][cH:6][cH:7][cH:8]1)[c:9]1[cH:10][cH:11][cH:12][cH:13][cH:14]1>>[N:1]1([CH:2]([c:3]2[cH:4][cH:5][cH:6][cH:7][cH:8]2)[c:9]2[cH:10][cH:11][cH:12][cH:13][cH:14]2)[CH2:16][CH:17]=[CH:18][CH2:19]1.